From a dataset of the Open Reaction Database (ORD), a public repository of structured organic reaction records. describe an organic reaction: reactants, conditions, products, and yield The reactants are CN(/C=C/C(=O)C1=NN(C=CC1=O)C1=CC(=CC=C1)C(F)(F)F)C (3-((E)-3-Dimethylamino-acryloyl)-1-(3-trifluoromethyl-phenyl)-1H-pyridazin-4-one), C1(=CC=CC2=CC=CC=C12)NN (naphthalen-1-yl-hydrazine). The product is C1(=CC=CC2=CC=CC=C12)N1N=CC=C1C1=NN(C=CC1=O)C1=CC(=CC=C1)C(F)(F)F (3-(2-Naphthalen-1-yl-2H-pyrazol-3-yl)-1-(3-trifluoromethyl-phenyl)-1H-pyridazin-4-one). RXN SMILES: C[N:2](C)/[CH:3]=[CH:4]/[C:5]([C:7]1[C:12](=[O:13])[CH:11]=[CH:10][N:9]([C:14]2[CH:19]=[CH:18][CH:17]=[C:16]([C:20]([F:23])([F:22])[F:21])[CH:15]=2)[N:8]=1)=O.[C:25]1([NH:35]N)[C:34]2[C:29](=[CH:30][CH:31]=[CH:32][CH:33]=2)[CH:28]=[CH:27][CH:26]=1>>[C:25]1([N:35]2[C:5]([C:7]3[C:12](=[O:13])[CH:11]=[CH:10][N:9]([C:14]4[CH:19]=[CH:18][CH:17]=[C:16]([C:20]([F:23])([F:22])[F:21])[CH:15]=4)[N:8]=3)=[CH:4][CH:3]=[N:2]2)[C:34]2[C:29](=[CH:30][CH:31]=[CH:32][CH:33]=2)[CH:28]=[CH:27][CH:26]=1. Procedure: The product was obtained starting from 3-((E)-3-Dimethylamino-acryloyl)-1-(3-trifluoromethyl-phenyl)-1H-pyridazin-4-one (A-3) and naphthalen-1-yl-hydrazine according to the method described for example 1. MS: M=433.2 (M+H)+ The reactants are C(C1=CC=C(C(=O)Cl)C=C1)(=O)Cl (terephthaloyl chloride), [Cl-].[Al+3].[Cl-].[Cl-] (aluminum chloride), CN(C)C=O (DMF), S(O)(O)(=O)=O (sulfuric acid). The reagents and catalysts are O(C1=CC=CC=C1)C1=CC=C(C=C1)C(C1=CC=CC=C1)=O (p-phenoxybenzophenone). Run in ClCCCl (DCE). Yields the product O(C1=CC=CC=C1)C1=CC=C(C(=O)Cl)C=C1 (p-Phenoxybenzoyl chloride), powder. Isolated yield 95.2%. As a reaction SMILES: C(Cl)(=O)[C:2]1[CH:10]=[CH:9][C:5]([C:6]([Cl:8])=[O:7])=[CH:4][CH:3]=1.[Cl-].[Al+3].[Cl-].[Cl-].CN([CH:20]=[O:21])C.S(=O)(=O)(O)O>O(C1C=CC(C(=O)C2C=CC=CC=2)=CC=1)C1C=CC=CC=1.ClCCCl>[O:21]([C:2]1[CH:3]=[CH:4][C:5]([C:6]([Cl:8])=[O:7])=[CH:9][CH:10]=1)[C:20]1[CH:9]=[CH:10][CH:2]=[CH:3][CH:4]=1 |f:1.2.3.4|. Reported procedure: p-Phenoxybenzoyl chloride (12.633 g, 0.0543 moles) and BPBPTCDI (3.5459 g, 0.0054 moles) were polymerized with terephthaloyl chloride (1.1572 g, 0.0057 moles) in the presence of aluminum chloride (32.84 g, 0.2463 moles), DMF (10.08 mLs, 0.1308 moles), p-phenoxybenzophenone (0.1646 g, 0.0006 moles) and DCE (120 mLs) initially at -30° C., but warming to room temperature over two hours. The reaction mixture was left at room temperature for fifteen hours and then heated at 28°-32° C. for twenty-six ... Starting materials: C(C)(=O)OC1=CC(=CC=2CC[C@H]3[C@@H]4CCC([C@@]4(C)CC[C@@H]3C12)=O)OC (1-acetoxy-3-methoxyestra-1,3,5(10)-trien-17-one), C(C)(=O)OC(=C)C (isopropenyl acetate), O.C1(=CC=C(C=C1)S(=O)(=O)O)C (p-toluenesulfonic acid monohydrate), enol acetate. Yields the product C(C)(=O)OC1=CC(=CC=2CC[C@H]3[C@@H]4CC=C([C@@]4(C)CC[C@@H]3C12)OC(C)=O)OC (1,17-diacetoxy-3 -methoxyestra-1,3,5(10),16-tetraene). As a reaction SMILES: [C:1]([O:4][C:5]1[C:22]2[C@@H:21]3[C@H:12]([C@H:13]4[C@@:17]([CH2:19][CH2:20]3)([CH3:18])[C:16](=[O:23])[CH2:15][CH2:14]4)[CH2:11][CH2:10][C:9]=2[CH:8]=[C:7]([O:24][CH3:25])[CH:6]=1)(=[O:3])[CH3:2].[C:26](OC(C)=C)(=[O:28])[CH3:27].O.C1(C)C=CC(S(O)(=O)=O)=CC=1>>[C:1]([O:4][C:5]1[C:22]2[C@@H:21]3[C@H:12]([C@H:13]4[C@@:17]([CH2:19][CH2:20]3)([CH3:18])[C:16]([O:23][C:26](=[O:28])[CH3:27])=[CH:15][CH2:14]4)[CH2:11][CH2:10][C:9]=2[CH:8]=[C:7]([O:24][CH3:25])[CH:6]=1)(=[O:3])[CH3:2] |f:2.3|. Reported procedure: A solution of 1-acetoxy-3-methoxyestra-1,3,5(10)-trien-17-one (8.84 g, 26 mM), isopropenyl acetate (132 g, 1320 mM) and p-toluenesulfonic acid monohydrate (1.34 g, 7 mM) is heated at 120° in a distilling flask equipped with a 5 inch Vigreaux column to insure slow distillation. After heating at 120° for 16 hrs, 5 ml of distillate is collected. The temperature is increased to 140° and after 45 mins an additional 60 ml of isopropenyl acetate is collected. The residue is poured into 750 ml of ether ... The reactants are CN1C(C(=CC(=C1)[N+](=O)[O-])C1=CN=CS1)=O (1-methyl-5-nitro-3-thiazol-5-yl-1H-pyridin-2-one), Cl[Sn]Cl (SnCl2), C(=O)(O)[O-].[Na+] (NaHCO3). The solvent is C(C)O (ethanol). Reaction conditions: temperature 90 celsius, time 15 hour. Product: NC=1C=C(C(N(C1)C)=O)C1=CN=CS1 (5-Amino-1-methyl-3-thiazol-5-yl-1H-pyridin-2-one). RXN SMILES: [CH3:1][N:2]1[CH:7]=[C:6]([N+:8]([O-])=O)[CH:5]=[C:4]([C:11]2[S:15][CH:14]=[N:13][CH:12]=2)[C:3]1=[O:16].Cl[Sn]Cl.C([O-])(O)=O.[Na+]>C(O)C>[NH2:8][C:6]1[CH:5]=[C:4]([C:11]2[S:15][CH:14]=[N:13][CH:12]=2)[C:3](=[O:16])[N:2]([CH3:1])[CH:7]=1 |f:2.3|. Reported procedure: To a solution of 1-methyl-5-nitro-3-thiazol-5-yl-1H-pyridin-2-one (290 mg, 1.22 mmol) in ethanol (10 mL) was added SnCl2 (2.342 g, 12.22 mmol). The mixture was stirred at 90° C. for 15 h. After cooled to rt, sat. NaHCO3 (aq) was added dropwise to the reaction to adjust the pH to 9-10. The resulting solution was filtered through a Celite pad. The filtrate was concentrated to dryness in vacuo to afford the crude product, which was used directly in the next step without purification. MS (ES+): m/z ... The reactants are C(#N)C(C(=O)OCC)(C)C1=C(C=CC(=C1)OC1=C(C=CC=C1)Cl)OC (ethyl 2-cyano-2-[2-methoxy-5-(2-chlorophenoxy)phenyl]propionate), [OH-].[K+] (potassium hydroxide). Solvent: O (water), C(C)O (ethanol). Yields the product COC1=C(C=C(C=C1)OC1=C(C=CC=C1)Cl)C(C(=O)O)C (2-[2-methoxy-5-(2-chlorophenoxy)phenyl]propionic acid). The yield is 68.2%. RXN SMILES: [C:1]([C:3]([C:10]1[CH:15]=[C:14]([O:16][C:17]2[CH:22]=[CH:21][CH:20]=[CH:19][C:18]=2[Cl:23])[CH:13]=[CH:12][C:11]=1[O:24][CH3:25])(C)[C:4]([O:6]CC)=[O:5])#N.[OH-].[K+]>O.C(O)C>[CH3:25][O:24][C:11]1[CH:12]=[CH:13][C:14]([O:16][C:17]2[CH:22]=[CH:21][CH:20]=[CH:19][C:18]=2[Cl:23])=[CH:15][C:10]=1[CH:3]([CH3:1])[C:4]([OH:6])=[O:5] |f:1.2|. Procedure details: A mixture of ethyl 2-cyano-2-[2-methoxy-5-(2-chlorophenoxy)phenyl]propionate (5.5 g) and potassium hydroxide (4.3 g) in water 40 ml and ethanol (80 ml) was treated in a similar manner to that of Example 14-(7) to give oily 2-[2-methoxy-5-(2-chlorophenoxy)phenyl]propionic acid (3.2 g). The reactants are C(C)(=O)OCCCCCC=1OC(=CC1)C(C)=O (5-(5-Acetyl-2-furanyl)pentanol acetate), C[O-].[Na+] (sodium methoxide). Run in CO (methanol). Yields the product C(C)(=O)C1=CC=C(O1)CCCCCO (5-(5-acetyl-2-furanyl)pentanol). The yield is 74.7%. Reaction SMILES: C([O:4][CH2:5][CH2:6][CH2:7][CH2:8][CH2:9][C:10]1[O:11][C:12]([C:15](=[O:17])[CH3:16])=[CH:13][CH:14]=1)(=O)C.C[O-].[Na+]>CO>[C:15]([C:12]1[O:11][C:10]([CH2:9][CH2:8][CH2:7][CH2:6][CH2:5][OH:4])=[CH:14][CH:13]=1)(=[O:17])[CH3:16] |f:1.2|. Procedure details: 5-(5-Acetyl-2-furanyl)pentanol acetate (60.6 g) was hydrolyzed with 3 g of sodium methoxide in 900 ml of absolute methanol and the product isolated to give 37.3 g of 5-(5-acetyl-2-furanyl)pentanol, b.p. 132°-135° C. (0.1 mm). Product: CCC1(c2cc(F)cc(F)c2)OCCO1. Reaction SMILES: [CH3:24][CH2:25][O:26][C:27](=[O:28])[CH3:29].[CH3:5][c:6]1[cH:7][cH:8][cH:9][cH:10][cH:11]1.[F:12][c:13]1[cH:14][c:15]([C:20]([CH2:21][CH3:22])=[O:23])[cH:16][c:17]([F:19])[cH:18]1.[OH:1][CH2:2][CH2:3][OH:4]>>[O:1]1[CH2:2][CH2:3][O:4][C:20]1([c:15]1[cH:14][c:13]([F:12])[cH:18][c:17]([F:19])[cH:16]1)[CH2:21][CH3:22]. Reactants: CCOC(C)=O, Cc1ccccc1, CCC(=O)c1cc(F)cc(F)c1, OCCO. Reported procedure: A mixture of methyl 4,4-dimethoxy-3-oxovalerate (Sigma Aldrich, 0.127 ml, 0.744 mmol), K2CO3 (EMD Biosciences, 0.135 ml, 2.231 mmol), 2-bromo-1-(3-(tert-butylamino)-2-methylquinoxalin-5-yl)ethanone (606) (0.25 g, 0.744 mmol) in DMF (2.97 mL) was stirred at RT for 2 d. Reaction mixture was diluted with DCM and washed with alternating water and brine washes (2×) to remove DMF. The organic layer was concentrated and advanced to the next step. m/z (ESI, +ve) 446.1 (M+H). Reactants: COC(C(CC(=O)OC)=O)(C)OC (methyl 4,4-dimethoxy-3-oxovalerate), C(=O)([O-])[O-].[K+].[K+] (K2CO3), BrCC(=O)C1=C2N=C(C(=NC2=CC=C1)C)NC(C)(C)C (2-bromo-1-(3-(tert-butylamino)-2-methylquinoxalin-5-yl)ethanone). Solvent: CN(C)C=O (DMF), C(Cl)Cl (DCM). RXN SMILES: [CH3:1][O:2][C:3]([O:12][CH3:13])([CH3:11])[C:4](=[O:10])[CH2:5][C:6]([O:8][CH3:9])=[O:7].C([O-])([O-])=O.[K+].[K+].Br[CH2:21][C:22]([C:24]1[CH:33]=[CH:32][CH:31]=[C:30]2[C:25]=1[N:26]=[C:27]([NH:35][C:36]([CH3:39])([CH3:38])[CH3:37])[C:28]([CH3:34])=[N:29]2)=[O:23]>CN(C=O)C.C(Cl)Cl>[C:36]([NH:35][C:27]1[C:28]([CH3:34])=[N:29][C:30]2[C:25]([N:26]=1)=[C:24]([C:22](=[O:23])[CH2:21][CH:5]([C:4](=[O:10])[C:3]([O:2][CH3:1])([O:12][CH3:13])[CH3:11])[C:6]([O:8][CH3:9])=[O:7])[CH:33]=[CH:32][CH:31]=2)([CH3:39])([CH3:38])[CH3:37] |f:1.2.3|. Product: C(C)(C)(C)NC=1C(=NC2=CC=CC(=C2N1)C(CC(C(=O)OC)C(C(C)(OC)OC)=O)=O)C (methyl 2-(2-(3-(tert-butylamino)-2-methylquinoxalin-5-yl)-2-oxoethyl)-4,4-dimethoxy-3-oxopentanoate). Run at time 2 day.